From a dataset of the Open Reaction Database (ORD), a public repository of structured organic reaction records. describe an organic reaction: reactants, conditions, products, and yield Starting materials: CC(C)(C)OC(=O)C1CCCN1, CN(C)C=O, O=C(O)CCc1cccc(-c2nc(=O)c3ccccc3s2)n1, On1nnc2ccccc21. Yields the product CC(C)(C)OC(=O)C1CCCN1C(=O)CCc1cccc(-c2nc(=O)c3ccccc3s2)n1. As a reaction SMILES: [C:23]([CH3:24])([CH3:25])([CH3:26])[O:27][C:28]([CH:29]1[NH:30][CH2:31][CH2:32][CH2:33]1)=[O:34].[CH3:45][N:46]([CH3:47])[CH:48]=[O:49].[O:1]=[c:2]1[n:3][c:4](-[c:12]2[cH:13][cH:14][cH:15][c:16]([CH2:18][CH2:19][C:20](=[O:21])[OH:22])[n:17]2)[s:5][c:6]2[c:7]1[cH:8][cH:9][cH:10][cH:11]2.[OH:35][n:36]1[c:37]2[c:38]([cH:39][cH:40][cH:41][cH:42]2)[n:43][n:44]1>>[O:1]=[c:2]1[n:3][c:4](-[c:12]2[cH:13][cH:14][cH:15][c:16]([CH2:18][CH2:19][C:20](=[O:21])[N:30]3[CH:29]([C:28]([O:27][C:23]([CH3:24])([CH3:25])[CH3:26])=[O:34])[CH2:33][CH2:32][CH2:31]3)[n:17]2)[s:5][c:6]2[c:7]1[cH:8][cH:9][cH:10][cH:11]2.